Task: describe an organic reaction: reactants, conditions, products, and yield. Dataset: the Open Reaction Database (ORD), a public repository of structured organic reaction records The reactants are C(C)(C)(C)OC(=O)N1[C@@H](CC(C1)=NOC)C(=O)O ((2S,4EZ)-1-(tert-butoxycarbonyl)-4-(methoxyimino)-2-pyrrolidinecarboxylic acid), C1(=CC=C(C=C1)S(=O)(=O)Cl)C1=CC=CC=C1 ([1,1′-biphenyl]4-sulfonyl chloride), N1CCC(CC1)O (4-piperidinol). Yields the product CON=C1CN(C(C1)C(=O)N1CCC(CC1)O)S(=O)(=O)C1=CC=C(C=C1)C1=CC=CC=C1 ([1,1′-biphenyl]-4-ylsulfonyl-5-[(4-hydroxy-1-piperidinyl)carbonyl]-3-pyrrolidinone O-methyloxime). RXN SMILES: C(OC([N:8]1[CH2:12][C:11](=[N:13][O:14][CH3:15])[CH2:10][C@H:9]1[C:16]([OH:18])=O)=O)(C)(C)C.[C:19]1([C:29]2[CH:34]=[CH:33][CH:32]=[CH:31][CH:30]=2)[CH:24]=[CH:23][C:22]([S:25](Cl)(=[O:27])=[O:26])=[CH:21][CH:20]=1.[NH:35]1[CH2:40][CH2:39][CH:38]([OH:41])[CH2:37][CH2:36]1>>[CH3:15][O:14][N:13]=[C:11]1[CH2:10][CH:9]([C:16]([N:35]2[CH2:40][CH2:39][CH:38]([OH:41])[CH2:37][CH2:36]2)=[O:18])[N:8]([S:25]([C:22]2[CH:23]=[CH:24][C:19]([C:29]3[CH:34]=[CH:33][CH:32]=[CH:31][CH:30]=3)=[CH:20][CH:21]=2)(=[O:27])=[O:26])[CH2:12]1. Procedure details: Following the general method as outlined in Example 22, starting from (2S,4EZ)-1-(tert-butoxycarbonyl)-4-(methoxyimino)-2-pyrrolidinecarboxylic acid, [1,1′-biphenyl]4-sulfonyl chloride, and 4-piperidinol, the title compound was obtained in 68% purity by HPLC. MS(ESI+): m/z=458.